From a dataset of the Open Reaction Database (ORD), a public repository of structured organic reaction records. describe an organic reaction: reactants, conditions, products, and yield The solvent is C1CCOC1 (THF). Reactants: P(CCCC)(CCCC)CCCC (nBu3P), FC(C1=CC=C(C=C1)C1=CC=CC(=N1)[C@@H](CCCC)O)(F)F ((1R)-1-{6-[4-(trifluoromethyl)phenyl]-2-pyridinyl}-1-pentanol), ClC=1C=C(C=C(C1O)OC)CCC(=O)OCC (ethyl 3-[3-chloro-4-hydroxy-5-(methyloxy)phenyl]propanoate), C1CCN(CC1)C(=O)N=NC(=O)N2CCCCC2 (ADDP). As a reaction SMILES: [F:1][C:2]([F:22])([F:21])[C:3]1[CH:8]=[CH:7][C:6]([C:9]2[N:14]=[C:13]([C@H:15]([OH:20])[CH2:16][CH2:17][CH2:18][CH3:19])[CH:12]=[CH:11][CH:10]=2)=[CH:5][CH:4]=1.[Cl:23][C:24]1[CH:25]=[C:26]([CH2:33][CH2:34][C:35]([O:37][CH2:38][CH3:39])=[O:36])[CH:27]=[C:28]([O:31][CH3:32])[C:29]=1O.C1CCN(C(N=NC(N2CCCCC2)=O)=O)CC1.P(CCCC)(CCCC)CCCC>C1COCC1>[Cl:23][C:24]1[CH:25]=[C:26]([CH2:33][CH2:34][C:35]([O:37][CH2:38][CH3:39])=[O:36])[CH:27]=[C:28]([O:31][CH3:32])[C:29]=1[O:20][C@H:15]([C:13]1[CH:12]=[CH:11][CH:10]=[C:9]([C:6]2[CH:5]=[CH:4][C:3]([C:2]([F:21])([F:1])[F:22])=[CH:8][CH:7]=2)[N:14]=1)[CH2:16][CH2:17][CH2:18][CH3:19]. Run at temperature 0 celsius. Yields the product ClC=1C=C(C=C(C1O[C@@H](CCCC)C1=NC(=CC=C1)C1=CC=C(C=C1)C(F)(F)F)OC)CCC(=O)OCC (Ethyl 3-{3-chloro-5-(methyloxy)-4-[((1S)-1-{6-[4-(trifluoromethyl)phenyl]-2-pyridinyl}pentyl)oxy]phenyl}propanoate). Procedure details: To a stirring solution of (1R)-1-{6-[4-(trifluoromethyl)phenyl]-2-pyridinyl}-1-pentanol (66 mg, 0.21 mmol) and ethyl 3-[3-chloro-4-hydroxy-5-(methyloxy)phenyl]propanoate (78 mg, 0.30 mmol) in THF (4 mL) at 0° C. under nitrogen was added ADDP (100 mg, 0.40 mmol) followed by nBu3P (0.10 mL, 0.40 mmol). The resulting mixture was then stirred at 0° C. with slow warming to ambient temperature over 19 h and then reduced under vacuum (Genevac). The residue was then purified by SPE (silica, 10 g cartrid... Yield: 102.2%. Starting materials: ClCCl, O=[Cr](=O)([O-])Cl, c1cc[nH+]cc1, OC(c1ccc(OC2CCCCO2)cc1)c1ncco1. The product is O=C(c1ccc(OC2CCCCO2)cc1)c1ncco1. Reaction SMILES: [Cl:32][CH2:33][Cl:34].[O:1]=[Cr:2]([Cl:3])([O-:4])=[O:5].[nH+:6]1[cH:7][cH:8][cH:9][cH:10][cH:11]1.[o:12]1[c:13]([CH:17]([OH:18])[c:19]2[cH:20][cH:21][c:22]([O:25][CH:26]3[O:27][CH2:28][CH2:29][CH2:30][CH2:31]3)[cH:23][cH:24]2)[n:14][cH:15][cH:16]1>>[o:12]1[c:13]([C:17](=[O:18])[c:19]2[cH:20][cH:21][c:22]([O:25][CH:26]3[O:27][CH2:28][CH2:29][CH2:30][CH2:31]3)[cH:23][cH:24]2)[n:14][cH:15][cH:16]1.